describe an organic reaction: reactants, conditions, products, and yield From a dataset of the Open Reaction Database (ORD), a public repository of structured organic reaction records. The reactants are Cl.CNOC (N,O-dimethylhydroxylamine hydrochloride), CCN(C(C)C)C(C)C (DIPEA), ClC=1C(=NC=CN1)C(=O)O (3-chloropyrazine-2-carboxylic acid). The solvent is C1CCOC1 (THF). Conditions: time 30 minute. Yields the product ClC=1C(=NC=CN1)C(=O)N(C)OC (3-Chloro-N-methoxy-N-methylpyrazine-2-carboxamide). The yield is 43.9%. As a reaction SMILES: [Cl:1][C:2]1[C:3]([C:8]([OH:10])=O)=[N:4][CH:5]=[CH:6][N:7]=1.Cl.[CH3:12][NH:13][O:14][CH3:15].CCN(C(C)C)C(C)C>C1COCC1>[Cl:1][C:2]1[C:3]([C:8]([N:13]([O:14][CH3:15])[CH3:12])=[O:10])=[N:4][CH:5]=[CH:6][N:7]=1 |f:1.2|. Procedure: To a suspension of 3-chloropyrazine-2-carboxylic acid (5.46 g) in THF (100 mL) was added CDT (6.14 g) at room temperature, and the mixture was stirred at room temperature for 30 min and heated to 50° C. After stirring at 50° C. for 1 h, the mixture was cooled to room temperature. To the mixture were added N,O-dimethylhydroxylamine hydrochloride (5.04 g) and DIPEA (9.02 mL) at room temperature, and the mixture was stirred at room temperature overnight. The mixture was concentrated under reduced p... Reactants: C([O-])([O-])=O.[Na+].[Na+] (sodium carbonate), COC=1C=C2CCC(C2=CC1OC)=O (5,6-dimethoxy-indan-1-one), N1=CC=C(C=C1)C=O (pyridine-4-carboxaldehyde), C1(=CC=C(C=C1)S(=O)(=O)O)C (p-toluenesulphonic acid). Run in C1(=CC=CC=C1)C (toluene). The product is COC=1C=C2CC(C(C2=CC1OC)=O)=CC1=CC=NC=C1 (4-[(5,6-dimethoxy-1-indanon-2-ylidene)methyl]pyridine). Isolated yield 90.2%. As a reaction SMILES: [CH3:1][O:2][C:3]1[CH:4]=[C:5]2[C:9](=[CH:10][C:11]=1[O:12][CH3:13])[C:8](=[O:14])[CH2:7][CH2:6]2.[N:15]1[CH:20]=[CH:19][C:18]([CH:21]=O)=[CH:17][CH:16]=1.C1(C)C=CC(S(O)(=O)=O)=CC=1.C(=O)([O-])[O-].[Na+].[Na+]>C1(C)C=CC=CC=1>[CH3:1][O:2][C:3]1[CH:4]=[C:5]2[C:9](=[CH:10][C:11]=1[O:12][CH3:13])[C:8](=[O:14])[C:7](=[CH:21][C:18]1[CH:19]=[CH:20][N:15]=[CH:16][CH:17]=1)[CH2:6]2 |f:3.4.5|. Procedure: A mixture of 5,6-dimethoxy-indan-1-one (10 g), pyridine-4-carboxaldehyde (7.8 g), p-toluenesulphonic acid (13.8 g) in toluene (120 ml) was refluxed azeotropically for 6 hours. The reaction mixture was cooled to room temperature and filtered. The wet solid so obtained was stirred with 10% aqueous sodium carbonate solution. The solid was filtered, washed with acetone and then dried to get the title compound (13.2 g). Reactants: O=C([O-])[O-], CC#N, Cc1ccc(-c2nn(CC(C)C)c(=O)c(OS(C)(=O)=O)c2C)cc1F, [K+], [K+], CC(C)(C)OC(=O)N1CCNCC1, O. Yields the product Cc1ccc(-c2nn(CC(C)C)c(=O)c(N3CCN(C(=O)OC(C)(C)C)CC3)c2C)cc1F. As a reaction SMILES: [C:26](=[O:27])([O-:28])[O-:29].[CH3:46][C:47]#[N:48].[F:1][c:2]1[cH:3][c:4](-[c:9]2[c:10]([CH3:25])[c:11]([O:20][S:21]([CH3:22])(=[O:23])=[O:24])[c:12](=[O:19])[n:13]([CH2:15][CH:16]([CH3:17])[CH3:18])[n:14]2)[cH:5][cH:6][c:7]1[CH3:8].[K+:30].[K+:31].[N:32]1([C:38](=[O:39])[O:40][C:41]([CH3:42])([CH3:43])[CH3:44])[CH2:33][CH2:34][NH:35][CH2:36][CH2:37]1.[OH2:45]>>[F:1][c:2]1[cH:3][c:4](-[c:9]2[c:10]([CH3:25])[c:11]([N:35]3[CH2:34][CH2:33][N:32]([C:38](=[O:39])[O:40][C:41]([CH3:42])([CH3:43])[CH3:44])[CH2:37][CH2:36]3)[c:12](=[O:19])[n:13]([CH2:15][CH:16]([CH3:17])[CH3:18])[n:14]2)[cH:5][cH:6][c:7]1[CH3:8]. Starting materials: Cl.ClC=1C=C2C=CC(=CC2=CC1)S(=O)(=O)N1CCNCC1 (1-(6-chloronaphthalen-2-yl)sulfonylpiperazine hydrochloride), ClC=1C=CC=2N(N1)C(=NN2)C(F)(F)F (6-chloro-3-(trifluoromethyl)-[1,2,4]triazolo[4,3-b]pyridazine). The product is ClC=1C=C2C=CC(=CC2=CC1)S(=O)(=O)N1CCN(CC1)C=1C=CC=2N(N1)C(=NN2)C(F)(F)F (6-[4-(6-chloronaphthalen-2-yl)sulfonylpiperazin-1-yl]-3-(trifluoromethyl)-[1,2,4]triazolo[4,3-b]pyridazine). RXN SMILES: Cl.[Cl:2][C:3]1[CH:4]=[C:5]2[C:10](=[CH:11][CH:12]=1)[CH:9]=[C:8]([S:13]([N:16]1[CH2:21][CH2:20][NH:19][CH2:18][CH2:17]1)(=[O:15])=[O:14])[CH:7]=[CH:6]2.Cl[C:23]1[CH:24]=[CH:25][C:26]2[N:27]([C:29]([C:32]([F:35])([F:34])[F:33])=[N:30][N:31]=2)[N:28]=1>>[Cl:2][C:3]1[CH:4]=[C:5]2[C:10](=[CH:11][CH:12]=1)[CH:9]=[C:8]([S:13]([N:16]1[CH2:17][CH2:18][N:19]([C:23]3[CH:24]=[CH:25][C:26]4[N:27]([C:29]([C:32]([F:33])([F:35])[F:34])=[N:30][N:31]=4)[N:28]=3)[CH2:20][CH2:21]1)(=[O:14])=[O:15])[CH:7]=[CH:6]2 |f:0.1|. Procedure details: A mixture of 1-(6-chloronaphthalen-2-yl)sulfonylpiperazine hydrochloride and 6-chloro-3-(trifluoromethyl)-[1,2,4]triazolo[4,3-b]pyridazine was allowed to react by General Synthetic Method 4. The crude product was purified by hplc using a Waters XTerra C18 column (5μ silica, 19 mm diameter, 100 mm length) eluted with decreasingly polar mixtures of water (containing 0.1% aqueous ammonia) and acetonitrile as eluents to give 6-[4-(6-chloronaphthalen-2-yl)sulfonylpiperazin-1-yl]-3-(trifluoromethyl)-[... The reactants are O=C([O-])[O-], CCOC(C)=O, CC1(C)OC(=O)Nc2ccc(-c3ccc(C#N)[nH]3)cc21, CN(C)C=O, CCI, [K+], [K+], O. Yields the product CCn1c(C#N)ccc1-c1ccc2c(c1)C(C)(C)OC(=O)N2. Reaction SMILES: [C:21](=[O:22])([O-:23])[O-:24].[CH2:30]([O:31][C:32](=[O:33])[CH3:34])[CH3:35].[CH3:1][C:2]1([CH3:20])[O:3][C:4](=[O:19])[NH:5][c:6]2[c:7]1[cH:8][c:9](-[c:12]1[cH:13][cH:14][c:15]([C:17]#[N:18])[nH:16]1)[cH:10][cH:11]2.[CH3:36][N:37]([CH3:38])[CH:39]=[O:40].[I:27][CH2:28][CH3:29].[K+:25].[K+:26].[OH2:41]>>[CH3:1][C:2]1([CH3:20])[O:3][C:4](=[O:19])[NH:5][c:6]2[c:7]1[cH:8][c:9](-[c:12]1[cH:13][cH:14][c:15]([C:17]#[N:18])[n:16]1[CH2:28][CH3:29])[cH:10][cH:11]2. Starting materials: C1CCNC1, O=C(Nc1ccc(Cl)nc1)c1cc2ccc(C(F)(F)F)nc2n1Cc1cccc(F)c1. Yields the product O=C(Nc1ccc(N2CCCC2)nc1)c1cc2ccc(C(F)(F)F)nc2n1Cc1cccc(F)c1. Reaction SMILES: [CH2:32]1[CH2:33][CH2:34][NH:35][CH2:36]1.[Cl:1][c:2]1[cH:3][cH:4][c:5]([NH:8][C:9](=[O:10])[c:11]2[cH:12][c:13]3[c:14]([n:15][c:16]([C:19]([F:20])([F:21])[F:22])[cH:17][cH:18]3)[n:23]2[CH2:24][c:25]2[cH:26][c:27]([F:31])[cH:28][cH:29][cH:30]2)[cH:6][n:7]1>>[c:2]1([N:35]2[CH2:34][CH2:33][CH2:32][CH2:36]2)[cH:3][cH:4][c:5]([NH:8][C:9](=[O:10])[c:11]2[cH:12][c:13]3[c:14]([n:15][c:16]([C:19]([F:20])([F:21])[F:22])[cH:17][cH:18]3)[n:23]2[CH2:24][c:25]2[cH:26][c:27]([F:31])[cH:28][cH:29][cH:30]2)[cH:6][n:7]1.